From a dataset of the Open Reaction Database (ORD), a public repository of structured organic reaction records. describe an organic reaction: reactants, conditions, products, and yield The reactants are C1CCOC1, COC(=O)C(Cc1ccccc1)c1ccccc1OC, CO, Cl, [Na+], [OH-], O. Yields the product COc1ccccc1C(Cc1ccccc1)C(=O)O. RXN SMILES: [CH2:25]1[O:26][CH2:27][CH2:28][CH2:29]1.[CH3:1][O:2][c:3]1[c:4]([CH:9]([C:10](=[O:11])[O:12][CH3:13])[CH2:14][c:15]2[cH:16][cH:17][cH:18][cH:19][cH:20]2)[cH:5][cH:6][cH:7][cH:8]1.[CH3:30][OH:31].[ClH:24].[Na+:22].[OH-:21].[OH2:23]>>[CH3:1][O:2][c:3]1[c:4]([CH:9]([C:10](=[O:11])[OH:12])[CH2:14][c:15]2[cH:16][cH:17][cH:18][cH:19][cH:20]2)[cH:5][cH:6][cH:7][cH:8]1. The reactants are CC(C)C(=O)Nc1cccc(C2CCN(CCC(O)c3ccc(F)cc3)CC2)c1, Oc1ccc(F)cc1F. Product: CC(C)C(=O)Nc1cccc(C2CCN(CCC(Oc3ccc(F)cc3F)c3ccc(F)cc3)CC2)c1. As a reaction SMILES: [F:1][c:2]1[cH:3][cH:4][c:5]([CH:8]([CH2:9][CH2:10][N:11]2[CH2:12][CH2:13][CH:14]([c:17]3[cH:18][c:19]([NH:23][C:24]([CH:25]([CH3:26])[CH3:27])=[O:28])[cH:20][cH:21][cH:22]3)[CH2:15][CH2:16]2)[OH:29])[cH:6][cH:7]1.[F:30][c:31]1[c:32]([OH:38])[cH:33][cH:34][c:35]([F:37])[cH:36]1>>[F:1][c:2]1[cH:3][cH:4][c:5]([CH:8]([CH2:9][CH2:10][N:11]2[CH2:12][CH2:13][CH:14]([c:17]3[cH:18][c:19]([NH:23][C:24]([CH:25]([CH3:26])[CH3:27])=[O:28])[cH:20][cH:21][cH:22]3)[CH2:15][CH2:16]2)[O:29][c:32]2[c:31]([F:30])[cH:36][c:35]([F:37])[cH:34][cH:33]2)[cH:6][cH:7]1. Starting materials: [N-]=[N+]=[N-].[Na+] (sodium azide), N1=CC(=CC=C1)C=1SC=C(N1)C(=O)O (2-(3-pyridyl)-thiazole-4-carboxylic acid), ClC(=O)OCC(C)C (iso-butyl chloroformate), CN(C)C (trimethylamine). Solvent: O (water), ClCCl.C(Cl)(Cl)Cl (dichloromethane chloroform). Reaction conditions: time 1 hour. The product is N1=CC(=CC=C1)C=1SC=C(N1)C(=O)N=[N+]=[N-] (2-(3-Pyridyl)-thiazole-4-carbonyl azide). Yield: 40.0%. Reaction SMILES: [N:1]1[CH:6]=[CH:5][CH:4]=[C:3]([C:7]2[S:8][CH:9]=[C:10]([C:12]([OH:14])=O)[N:11]=2)[CH:2]=1.CN(C)C.ClC(OCC(C)C)=O.[N-:27]=[N+:28]=[N-:29].[Na+]>ClCCl.C(Cl)(Cl)Cl.O>[N:1]1[CH:6]=[CH:5][CH:4]=[C:3]([C:7]2[S:8][CH:9]=[C:10]([C:12]([N:27]=[N+:28]=[N-:29])=[O:14])[N:11]=2)[CH:2]=1 |f:3.4,5.6|. Reported procedure: A suspension of 2-(3-pyridyl)-thiazole-4-carboxylic acid (0.824 g, 4 mmol) in dichloromethane-chloroform (30 ml-15 ml) was treated with trimethylamine (0.75 ml, 0.5 g, 5 mmol) and then iso-butyl chloroformate (0.65 ml, 0.68 g, 5 mmol). After 1 h the mixture was evaporated to dryness and the residue suspended in THF (30 ml) and a solution of sodium azide (0.46 g, 7 mmol) in water (10 ml) was added. After 1 h, the mixture was concentrated (rotary evaporator) and partitioned between dichloromethane... Starting materials: OB(O)c1ccc(Br)cc1, O=C1C=CCC1, C1COCCO1, O. Product: O=C1CCC(c2ccc(Br)cc2)C1. RXN SMILES: [Br:1][c:2]1[cH:3][cH:4][c:5]([B:8]([OH:9])[OH:10])[cH:6][cH:7]1.[C:12]1(=[O:17])[CH:13]=[CH:14][CH2:15][CH2:16]1.[O:18]1[CH2:19][CH2:20][O:21][CH2:22][CH2:23]1.[OH2:11]>>[Br:1][c:2]1[cH:3][cH:4][c:5]([CH:14]2[CH2:13][C:12](=[O:17])[CH2:16][CH2:15]2)[cH:6][cH:7]1. Reactants: ClC1=NC=CC2=C1C=C(S2)S(=O)[O-].[Li+] (Lithium 4-chlorothieno[3,2-c]pyridine-2-sulfinate), FC(C1=C(CBr)C=C(C=C1)C(F)(F)F)(F)F (2,5-bis(trifluoromethyl)benzylbromide), C(C)(C)(C)OC(=O)N1CCNCC1 (tert-butyl-piperazine-1-carboxylate). Run in C(C)#N (acetonitrile). The product is C(C)(C)(C)OC(=O)N1CCN(CC1)C1=NC=CC2=C1C=C(S2)S(=O)(=O)CC2=C(C=CC(=C2)C(F)(F)F)C(F)(F)F (tert-Butyl-4-(2-{[2,5-bis(trifluoromethyl)benzyl]sulfonyl}thieno[3,2-c]pyridin-4-yl)piperazine-1-carboxylate). RXN SMILES: Cl[C:2]1[C:7]2[CH:8]=[C:9]([S:11]([O-:13])=[O:12])[S:10][C:6]=2[CH:5]=[CH:4][N:3]=1.[Li+].[F:15][C:16]([F:30])([F:29])[C:17]1[CH:24]=[CH:23][C:22]([C:25]([F:28])([F:27])[F:26])=[CH:21][C:18]=1[CH2:19]Br.[C:31]([O:35][C:36]([N:38]1[CH2:43][CH2:42][NH:41][CH2:40][CH2:39]1)=[O:37])([CH3:34])([CH3:33])[CH3:32]>C(#N)C>[C:31]([O:35][C:36]([N:38]1[CH2:43][CH2:42][N:41]([C:2]2[C:7]3[CH:8]=[C:9]([S:11]([CH2:19][C:18]4[CH:21]=[C:22]([C:25]([F:28])([F:27])[F:26])[CH:23]=[CH:24][C:17]=4[C:16]([F:30])([F:29])[F:15])(=[O:13])=[O:12])[S:10][C:6]=3[CH:5]=[CH:4][N:3]=2)[CH2:40][CH2:39]1)=[O:37])([CH3:34])([CH3:32])[CH3:33] |f:0.1|. Procedure details: Lithium 4-chlorothieno[3,2-c]pyridine-2-sulfinate (0.44 mmol) was treated with 2,5-bis(trifluoromethyl)benzylbromide (0.59 mmol) as described in Method P above and then reacted further with tert-butyl-piperazine-1-carboxylate as described in Method Q. Yield 0.01 g (4% over two steps). Beige solid. 1H NMR (300 MHz, CDCl3) δ 8.16 (d, J=5.8 Hz 1H), 8.00 (s, 1H), 7.74-7.85 (m, 3H), 4.76 (s, 2H), 3.56-3.64 (m, 4H), 3.47-3.56 (m, 4H), 1.49 (s, 9H); MS (ESI+) for C25H25F6N3O4S2 m/z 610 (M+H)+. HPLC 73%...